Dataset: the Open Reaction Database (ORD), a public repository of structured organic reaction records. Task: describe an organic reaction: reactants, conditions, products, and yield The reactants are C1(=CC=CC=C1)C1=CC=C(C=C1)O (4-phenylphenol), ClC=1C=CC(=C(C1)N(C(OC(C)(C)C)=O)C)[N+](=O)[O-] (t-butyl N-(5-chloro-2-nitrophenyl)-N-methylcarbamate), [H-].[Na+] (sodium hydride). Solvent: CN(C=O)C (N,N-dimethylformamide). The product is CN(C(OC(C)(C)C)=O)C1=C(C=CC(=C1)OC1=CC=C(C=C1)C1=CC=CC=C1)[N+](=O)[O-] (t-Butyl N-methyl-N-[2-nitro-5-(4-phenylphenoxy)phenyl]carbamate). Isolated yield 57.7%. Reaction SMILES: [C:1]1([C:7]2[CH:12]=[CH:11][C:10]([OH:13])=[CH:9][CH:8]=2)[CH:6]=[CH:5][CH:4]=[CH:3][CH:2]=1.Cl[C:15]1[CH:16]=[CH:17][C:18]([N+:30]([O-:32])=[O:31])=[C:19]([N:21]([CH3:29])[C:22](=[O:28])[O:23][C:24]([CH3:27])([CH3:26])[CH3:25])[CH:20]=1.[H-].[Na+]>CN(C)C=O>[CH3:29][N:21]([C:19]1[CH:20]=[C:15]([O:13][C:10]2[CH:9]=[CH:8][C:7]([C:1]3[CH:2]=[CH:3][CH:4]=[CH:5][CH:6]=3)=[CH:12][CH:11]=2)[CH:16]=[CH:17][C:18]=1[N+:30]([O-:32])=[O:31])[C:22](=[O:28])[O:23][C:24]([CH3:27])([CH3:25])[CH3:26] |f:2.3|. Procedure: In a similar manner to that described in Reference Example 6, a reaction was carried out using 4-phenylphenol (4.0 g), t-butyl N-(5-chloro-2-nitrophenyl)-N-methylcarbamate (6.5 g), sodium hydride (55 wt. %, 1.13 g) and anhydrous N,N-dimethylformamide (35 ml) and the reaction mixture was purified to give the title compound (5.5 g). Reactants: C=CCOc1cc(CC(NC(C)=O)(C(=O)O)C(=O)OCC)ccc1F, ClCCl, [Na], C1COCCO1, O. The product is C=CCOc1cc(CC(NC(C)=O)C(=O)OCC)ccc1F. As a reaction SMILES: [CH2:2]([CH3:3])[O:4][C:5]([C:6]([C:7]([OH:8])=[O:9])([CH2:10][c:11]1[cH:12][c:13]([O:18][CH2:19][CH:20]=[CH2:21])[c:14]([F:17])[cH:15][cH:16]1)[NH:22][C:23]([CH3:24])=[O:25])=[O:26].[Cl:33][CH2:34][Cl:35].[Na:1].[O:27]1[CH2:28][CH2:29][O:30][CH2:31][CH2:32]1.[OH2:36]>>[CH2:2]([CH3:3])[O:4][C:5]([CH:6]([CH2:10][c:11]1[cH:12][c:13]([O:18][CH2:19][CH:20]=[CH2:21])[c:14]([F:17])[cH:15][cH:16]1)[NH:22][C:23]([CH3:24])=[O:25])=[O:26]. The reactants are O=C([O-])[O-], CN(C)CCCl, Cl, [Cs+], [Cs+], CN(C)C=O, Oc1ccc(-c2oc3ncnc(NCC4CCCO4)c3c2-c2ccccc2)cc1. Yields the product CN(C)CCOc1ccc(-c2oc3ncnc(NCC4CCCO4)c3c2-c2ccccc2)cc1. Reaction SMILES: [C:30](=[O:31])([O-:32])[O-:33].[CH3:37][N:38]([CH3:39])[CH2:40][CH2:41][Cl:42].[ClH:36].[Cs+:34].[Cs+:35].[O:43]=[CH:44][N:45]([CH3:46])[CH3:47].[c:1]1(-[c:7]2[c:8](-[c:23]3[cH:24][cH:25][c:26]([OH:29])[cH:27][cH:28]3)[o:9][c:10]3[n:11][cH:12][n:13][c:14]([NH:16][CH2:17][CH:18]4[O:19][CH2:20][CH2:21][CH2:22]4)[c:15]23)[cH:2][cH:3][cH:4][cH:5][cH:6]1>>[c:1]1(-[c:7]2[c:8](-[c:23]3[cH:24][cH:25][c:26]([O:29][CH2:41][CH2:40][N:38]([CH3:37])[CH3:39])[cH:27][cH:28]3)[o:9][c:10]3[n:11][cH:12][n:13][c:14]([NH:16][CH2:17][CH:18]4[O:19][CH2:20][CH2:21][CH2:22]4)[c:15]23)[cH:2][cH:3][cH:4][cH:5][cH:6]1.